From a dataset of the Open Reaction Database (ORD), a public repository of structured organic reaction records. describe an organic reaction: reactants, conditions, products, and yield The reactants are ClCC1CN(Cc2ccccc2)CCN1Cc1ccccc1, CNC, CCO. Yields the product CN(C)CC1CN(Cc2ccccc2)CCN1Cc1ccccc1. Reaction SMILES: [CH2:1]([c:2]1[cH:3][cH:4][cH:5][cH:6][cH:7]1)[N:8]1[CH:9]([CH2:21][Cl:22])[CH2:10][N:11]([CH2:14][c:15]2[cH:16][cH:17][cH:18][cH:19][cH:20]2)[CH2:12][CH2:13]1.[CH3:23][NH:24][CH3:25].[CH3:26][CH2:27][OH:28]>>[CH2:1]([c:2]1[cH:3][cH:4][cH:5][cH:6][cH:7]1)[N:8]1[CH:9]([CH2:21][N:24]([CH3:23])[CH3:25])[CH2:10][N:11]([CH2:14][c:15]2[cH:16][cH:17][cH:18][cH:19][cH:20]2)[CH2:12][CH2:13]1. Reactants: CCOS(=O)(=O)OCC, CC(C)=O, Oc1ccc(F)c(Cl)c1, [K+], [K+], O=C([O-])[O-]. Yields the product CCOc1ccc(F)c(Cl)c1. RXN SMILES: [CH2:10]([CH3:11])[O:12][S:13]([O:14][CH2:15][CH3:16])(=[O:17])=[O:18].[CH3:25][C:26](=[O:27])[CH3:28].[Cl:1][c:2]1[cH:3][c:4]([OH:9])[cH:5][cH:6][c:7]1[F:8].[K+:19].[K+:20].[O-:21][C:22]([O-:23])=[O:24]>>[Cl:1][c:2]1[cH:3][c:4]([O:9][CH2:10][CH3:11])[cH:5][cH:6][c:7]1[F:8]. Reaction SMILES: [C:1]([O:2][C:3](=[O:4])[NH:7][CH:8]([CH2:9][c:10]1[cH:11][cH:12][cH:13][c:14]2[cH:15][cH:16][cH:17][cH:18][c:19]12)[C:20]([NH:21][CH2:22][CH2:23][CH2:24][CH:25]([CH2:26][OH:27])[N:28]([CH2:29][CH:30]([CH3:31])[CH3:32])[S:33](=[O:34])(=[O:35])[c:36]1[cH:37][cH:38][c:39]([NH2:42])[cH:40][cH:41]1)=[O:43])([CH3:5])([CH3:6])[CH3:44].[NH2:45][CH:46]([CH2:47][c:48]1[cH:49][cH:50][c:51]2[c:52]([cH:53][cH:54][cH:55][cH:56]2)[cH:57]1)[C:58]([NH:59][CH2:60][CH2:61][CH2:62][CH2:63][CH:64]([N:65]([S:66]([c:67]1[cH:68][cH:69][c:70]([NH2:71])[cH:72][cH:73]1)(=[O:74])=[O:75])[CH2:76][CH:77]([CH3:78])[CH3:79])[CH2:80][OH:81])=[O:82]>>[NH2:7][CH:8]([CH2:9][c:10]1[cH:11][cH:12][cH:13][c:14]2[cH:15][cH:16][cH:17][cH:18][c:19]12)[C:20]([NH:21][CH2:22][CH2:23][CH2:24][CH:25]([CH2:26][OH:27])[N:28]([CH2:29][CH:30]([CH3:31])[CH3:32])[S:33](=[O:34])(=[O:35])[c:36]1[cH:37][cH:38][c:39]([NH2:42])[cH:40][cH:41]1)=[O:43]. The product is CC(C)CN(C(CO)CCCNC(=O)C(N)Cc1cccc2ccccc12)S(=O)(=O)c1ccc(N)cc1. Reactants: CC(C)CN(C(CO)CCCNC(=O)C(Cc1cccc2ccccc12)NC(=O)OC(C)(C)C)S(=O)(=O)c1ccc(N)cc1, CC(C)CN(C(CO)CCCCNC(=O)C(N)Cc1ccc2ccccc2c1)S(=O)(=O)c1ccc(N)cc1. The reactants are S(=O)(Cl)Cl (Thionyl chloride), NC(CC(=O)O)C1=CC=CC=C1 (3-amino-3-phenylpropionic acid), CO (methanol). Conditions: time 12 hour. Product: NC(CC(=O)OC)C1=CC=CC=C1 (Methyl 3-amino-3-phenylpropionate). Reaction SMILES: S(Cl)(Cl)=O.[NH2:5][CH:6]([C:11]1[CH:16]=[CH:15][CH:14]=[CH:13][CH:12]=1)[CH2:7][C:8]([OH:10])=[O:9].[CH3:17]O>>[NH2:5][CH:6]([C:11]1[CH:16]=[CH:15][CH:14]=[CH:13][CH:12]=1)[CH2:7][C:8]([O:10][CH3:17])=[O:9]. Procedure details: Thionyl chloride (19.1 g, 162 mmol) was added dropwise to a solution, cooled to 0° C., of 3-amino-3-phenylpropionic acid (8.9 g, 54 mmol) in methanol (150 ml). The reaction mixture was then stirred for 12 h under reflux (TLC control). The solvent was removed completely and the residue was dried in vacuo. The crude product was used in the next stage without being purified further. The reactants are C(C)(=O)OC=1C=C2C(NC(=NC2=CC1OC)C1=CC(=CC=C1)[N+](=O)[O-])=O (7-methoxy-2-(3-nitrophenyl)-4-oxo-3,4-dihydroquinazolin-6-yl acetate), S(=O)(Cl)Cl (thionyl chloride). Solvent: CN(C)C=O (DMF). Product: C(C)(=O)OC=1C=C2C(=NC(=NC2=CC1OC)C1=CC(=CC=C1)[N+](=O)[O-])Cl (4-Chloro-7-methoxy-2-(3-nitrophenyl)quinazolin-6-yl acetate). RXN SMILES: [C:1]([O:4][C:5]1[CH:6]=[C:7]2[C:12](=[CH:13][C:14]=1[O:15][CH3:16])[N:11]=[C:10]([C:17]1[CH:22]=[CH:21][CH:20]=[C:19]([N+:23]([O-:25])=[O:24])[CH:18]=1)[NH:9][C:8]2=O)(=[O:3])[CH3:2].S(Cl)([Cl:29])=O>CN(C=O)C>[C:1]([O:4][C:5]1[CH:6]=[C:7]2[C:12](=[CH:13][C:14]=1[O:15][CH3:16])[N:11]=[C:10]([C:17]1[CH:22]=[CH:21][CH:20]=[C:19]([N+:23]([O-:25])=[O:24])[CH:18]=1)[N:9]=[C:8]2[Cl:29])(=[O:3])[CH3:2]. Procedure details: A mixture of the 7-methoxy-2-(3-nitrophenyl)-4-oxo-3,4-dihydroquinazolin-6-yl acetate (1.70 g, 4.79 mmol), thionyl chloride (30 mL) and anhydrous DMF (0.6 mL) were refluxed for 2.5 h. The volatiles were removed in vacuo and the residue dissolved in CH2CL2 (500 mL) and was washed with water, sat. NaHCO3, water and brine, dried (Na2SO4), filtered and concentrated in vacuo to 4-chloro-7-methoxy-2-(3-nitrophenyl)quinazolin-6-yl acetate. (1.6 g, 4.23 mmol, 88%). HPLC retention time 9.75 min.